This data is from the Open Reaction Database (ORD), a public repository of structured organic reaction records. The task is: describe an organic reaction: reactants, conditions, products, and yield The reactants are ClCC1(OC2=C(C1C)C=CC=C2)C (2-chloromethyl-2,3-dimethylbenzofuran), [C-]#N.[Na+] (sodium cyanide), ClCCl (dichloromethane). The reagents and catalysts are [Br-].C(CCC)[N+](CCCC)(CCCC)CCCC (tetrabutylammonium bromide). The solvent is O (water), O (water). Conditions: time 18 hour. Yields the product CC=1OC2=C(C1C)C=CC(=C2)CC#N (2,3-dimethylbenzofuran-6-acetonitrile). Yield: 52.6%. RXN SMILES: ClC[C:3]1([CH3:13])[CH:7]([CH3:8])[C:6]2[CH:9]=[CH:10][CH:11]=[CH:12][C:5]=2[O:4]1.[C-:14]#[N:15].[Na+].Cl[CH2:18]Cl>[Br-].C([N+](CCCC)(CCCC)CCCC)CCC.O>[CH3:13][C:3]1[O:4][C:5]2[CH:12]=[C:11]([CH2:18][C:14]#[N:15])[CH:10]=[CH:9][C:6]=2[C:7]=1[CH3:8] |f:1.2,4.5|. Reported procedure: A mixture of 2-chloromethyl-2,3-dimethylbenzofuran (7.2 g, 0.037 mol), sodium cyanide (3.57 g, 0.073 mol), tetrabutylammonium bromide (0.74 g, 2.3×10-3 mol), water (19 cm3) and dichloromethane (19 cm3) was vigorously stirred for 18 hr. The mixture was poured into water and extracted with dichloromethane. The extract was washed with water, dried (Na2SO4), filtered and the solvent was removed to give 2,3-dimethylbenzofuran-6-acetonitrile (3.6 g, 0.0194 mol; 52.6%). (Found: C, 77.59; H, 6.11; N, 7.... The reactants are C(=O)(OC(C)(C)C)N(C1CCC(CC1)NCC=1C=C(C=CC1OC)B(O)O)C (3-{[4-(BOC-methyl-amino)-cyclohexylamino]-methyl}-4-methoxy-benzene boronic acid), BrC=1C=C(C=CC1)SC (3-bromothioanisole), biaryl amine, ClC=1C2=C(SC1C(=O)Cl)C(=CC=C2F)F (3-Chloro-4,7-difluorobenzo[b]thiophene-2-carbonyl chloride). Product: ClC=1C2=C(SC1C(=O)N(C1CCC(CC1)N(C(OC(C)(C)C)=O)C)CC=1C=C(C=CC1OC)C1=CC(=CC=C1)SC)C(=CC=C2F)F (tert-Butyl {4-[(3-chloro-4,7-difluoro-benzo[b]thiophene-2-carbonyl)-(4-methoxy-3′-methylsulfanyl-biphenyl-3-ylmethyl)-amino]-cyclohexyl}-methyl-carbamate). As a reaction SMILES: [C:1]([N:8]([CH3:28])[CH:9]1[CH2:14][CH2:13][CH:12]([NH:15][CH2:16][C:17]2[CH:18]=[C:19](B(O)O)[CH:20]=[CH:21][C:22]=2[O:23][CH3:24])[CH2:11][CH2:10]1)([O:3][C:4]([CH3:7])([CH3:6])[CH3:5])=[O:2].Br[C:30]1[CH:31]=[C:32]([S:36][CH3:37])[CH:33]=[CH:34][CH:35]=1.[Cl:38][C:39]1[C:40]2[C:50]([F:51])=[CH:49][CH:48]=[C:47]([F:52])[C:41]=2[S:42][C:43]=1[C:44](Cl)=[O:45]>>[Cl:38][C:39]1[C:40]2[C:50]([F:51])=[CH:49][CH:48]=[C:47]([F:52])[C:41]=2[S:42][C:43]=1[C:44]([N:15]([CH2:16][C:17]1[CH:18]=[C:19]([C:34]2[CH:35]=[CH:30][CH:31]=[C:32]([S:36][CH3:37])[CH:33]=2)[CH:20]=[CH:21][C:22]=1[O:23][CH3:24])[CH:12]1[CH2:13][CH2:14][CH:9]([N:8]([CH3:28])[C:1](=[O:2])[O:3][C:4]([CH3:7])([CH3:6])[CH3:5])[CH2:10][CH2:11]1)=[O:45]. Procedure details: Boronic acid 4 (300 mg, 0.77 mmol) is coupled to 3-bromothioanisole (156 mg, 0.77 mmol) using Method A. On filtration of the cooled reaction mixture through celite and removal of the solvents in vacuo, the crude biaryl amine is treated with acid chloride 8 (246 mg, 0.92 mmol) using Method D to give the title compound. Reactants: OC1=C2C(OCC2=C(C(=C1C/C=C(/CCC(=O)OC)\C)OC)C)=O (methyl (E)-6-(1,3-dihydro-4-hydroxy-6-methoxy-7-methyl-3-oxoisobenzofuran-5-yl)-4-methyl-4-hexenoate), C(C)(C)N(CC)C(C)C (diisopropylethylamine), COCCOCCl (methoxyethoxymethyl chloride). Run in C(Cl)Cl (methylene chloride). The product is COC1=C(C(=C2C(OCC2=C1C)=O)OCOCCOC)C/C=C(/CCC(=O)OC)\C (methyl (E)-6-(1,3-dihydro-6-methoxy-4-methoxyethoxymethoxy-7-methyl-3-oxoisobenzofuran-5-yl) -4-methyl-4-hexenoate). RXN SMILES: [OH:1][C:2]1[C:10]([CH2:11]/[CH:12]=[C:13](\[CH3:20])/[CH2:14][CH2:15][C:16]([O:18][CH3:19])=[O:17])=[C:9]([O:21][CH3:22])[C:8]([CH3:23])=[C:7]2[C:3]=1[C:4](=[O:24])[O:5][CH2:6]2.C(N(C(C)C)CC)(C)C.[CH3:34][O:35][CH2:36][CH2:37][O:38][CH2:39]Cl>C(Cl)Cl>[CH3:22][O:21][C:9]1[C:8]([CH3:23])=[C:7]2[C:3]([C:4](=[O:24])[O:5][CH2:6]2)=[C:2]([O:1][CH2:34][O:35][CH2:36][CH2:37][O:38][CH3:39])[C:10]=1[CH2:11]/[CH:12]=[C:13](\[CH3:20])/[CH2:14][CH2:15][C:16]([O:18][CH3:19])=[O:17]. Procedure: To methyl (E)-6-(1,3-dihydro-4-hydroxy-6-methoxy-7-methyl-3-oxoisobenzofuran-5-yl)-4-methyl-4-hexenoate (61.0 g) in methylene chloride (1000 ml) at 0° C. was added diisopropylethylamine (30.4 g) and methoxyethoxymethyl chloride (29.2 g). After 31/2 hours the solution was washed with dilute hydrochloric acid, dried and evaporated to give methyl (E)-6-(1,3-dihydro-6-methoxy-4-methoxyethoxymethoxy-7-methyl-3-oxoisobenzofuran-5-yl) -4-methyl-4-hexenoate as an oil. Reactants: CCCCCCCC/C=C\CCCCCCCCOCC(C[N+](C)(C)C)OCCCCCCCC/C=C\CCCCCCCC.[Cl-] (DOTMA), CCCCCCCC/C=C\CCCCCCCC(=O)OC[C@H](COP(=O)([O-])OCC[N+](C)(C)C)OC(=O)CCCCCCC/C=C\CCCCCCCC (DOPC), C(Cl)(Cl)Cl (chloroform). Yields the product CCCCCCCC/C=C\CCCCCCCCOCC(C[N+](C)(C)C)OCCCCCCCC/C=C\CCCCCCCC.[Cl-].CCCCCCCC/C=C\CCCCCCCC(=O)OC[C@H](COP(=O)([O-])OCC[N+](C)(C)C)OC(=O)CCCCCCC/C=C\CCCCCCCC (DOTMA DOPC), CCCCCCCC/C=C\CCCCCCCC(=O)OC[C@H](COP(=O)([O-])OCC[N+](C)(C)C)OC(=O)CCCCCCC/C=C\CCCCCCCC (DOPC). As a reaction SMILES: [CH3:1][CH2:2][CH2:3][CH2:4][CH2:5][CH2:6][CH2:7][CH2:8]/[CH:9]=[CH:10]\[CH2:11][CH2:12][CH2:13][CH2:14][CH2:15][CH2:16][CH2:17][CH2:18][O:19][CH2:20][CH:21]([O:27][CH2:28][CH2:29][CH2:30][CH2:31][CH2:32][CH2:33][CH2:34][CH2:35]/[CH:36]=[CH:37]\[CH2:38][CH2:39][CH2:40][CH2:41][CH2:42][CH2:43][CH2:44][CH3:45])[CH2:22][N+:23]([CH3:26])([CH3:25])[CH3:24].[Cl-].[CH3:47][CH2:48][CH2:49][CH2:50][CH2:51][CH2:52][CH2:53][CH2:54]/[CH:55]=[CH:56]\[CH2:57][CH2:58][CH2:59][CH2:60][CH2:61][CH2:62][CH2:63][C:64]([O:66][CH2:67][C@@H:68]([O:81][C:82]([CH2:84][CH2:85][CH2:86][CH2:87][CH2:88][CH2:89][CH2:90]/[CH:91]=[CH:92]\[CH2:93][CH2:94][CH2:95][CH2:96][CH2:97][CH2:98][CH2:99][CH3:100])=[O:83])[CH2:69][O:70][P:71]([O:74][CH2:75][CH2:76][N+:77]([CH3:80])([CH3:79])[CH3:78])([O-:73])=[O:72])=[O:65].C(Cl)(Cl)[Cl:102]>>[CH3:1][CH2:2][CH2:3][CH2:4][CH2:5][CH2:6][CH2:7][CH2:8]/[CH:9]=[CH:10]\[CH2:11][CH2:12][CH2:13][CH2:14][CH2:15][CH2:16][CH2:17][CH2:18][O:19][CH2:20][CH:21]([O:27][CH2:28][CH2:29][CH2:30][CH2:31][CH2:32][CH2:33][CH2:34][CH2:35]/[CH:36]=[CH:37]\[CH2:38][CH2:39][CH2:40][CH2:41][CH2:42][CH2:43][CH2:44][CH3:45])[CH2:22][N+:23]([CH3:26])([CH3:25])[CH3:24].[Cl-:102].[CH3:47][CH2:48][CH2:49][CH2:50][CH2:51][CH2:52][CH2:53][CH2:54]/[CH:55]=[CH:56]\[CH2:57][CH2:58][CH2:59][CH2:60][CH2:61][CH2:62][CH2:63][C:64]([O:66][CH2:67][C@@H:68]([O:81][C:82]([CH2:84][CH2:85][CH2:86][CH2:87][CH2:88][CH2:89][CH2:90]/[CH:91]=[CH:92]\[CH2:93][CH2:94][CH2:95][CH2:96][CH2:97][CH2:98][CH2:99][CH3:100])=[O:83])[CH2:69][O:70][P:71]([O:74][CH2:75][CH2:76][N+:77]([CH3:80])([CH3:78])[CH3:79])([O-:73])=[O:72])=[O:65].[CH3:47][CH2:48][CH2:49][CH2:50][CH2:51][CH2:52][CH2:53][CH2:54]/[CH:55]=[CH:56]\[CH2:57][CH2:58][CH2:59][CH2:60][CH2:61][CH2:62][CH2:63][C:64]([O:66][CH2:67][C@@H:68]([O:81][C:82]([CH2:84][CH2:85][CH2:86][CH2:87][CH2:88][CH2:89][CH2:90]/[CH:91]=[CH:92]\[CH2:93][CH2:94][CH2:95][CH2:96][CH2:97][CH2:98][CH2:99][CH3:100])=[O:83])[CH2:69][O:70][P:71]([O:74][CH2:75][CH2:76][N+:77]([CH3:80])([CH3:78])[CH3:79])([O-:73])=[O:72])=[O:65] |f:0.1,4.5.6|. Procedure: DOTMA/DOPC SUV's were prepared by dissolving 40 mg DOTMA and 60 mg DOPC together in chloroform and removing the solvent by drying under a stream of nitrogen gas. This dried film was placed under vacuum overnight to remove traces of solvent. The film was then suspended in 2 ml water with vigorous shaking and sonicated in a bath type sonicator for 60 minutes until clear, producing DOTHA/DOPC vesicles at a concentration of 50 mg/ml.